This data is from the Open Reaction Database (ORD), a public repository of structured organic reaction records. The task is: describe an organic reaction: reactants, conditions, products, and yield Starting materials: COc1ccc(C2CCN(C(=O)OC(C)(C)C)CC2OCCOS(=O)(=O)c2ccc(C)cc2)cc1, CC(=O)NCCc1ccccc1O. Yields the product COc1ccc(C2CCN(C(=O)OC(C)(C)C)CC2OCCOc2ccccc2CCNC(C)=O)cc1. Reaction SMILES: [CH3:1][O:2][c:3]1[cH:4][cH:5][c:6]([CH:9]2[CH:10]([O:22][CH2:23][CH2:24][O:25][S:26]([c:27]3[cH:28][cH:29][c:30]([CH3:31])[cH:32][cH:33]3)(=[O:34])=[O:35])[CH2:11][N:12]([C:15](=[O:16])[O:17][C:18]([CH3:19])([CH3:20])[CH3:21])[CH2:13][CH2:14]2)[cH:7][cH:8]1.[OH:36][c:37]1[c:38]([CH2:43][CH2:44][NH:45][C:46]([CH3:47])=[O:48])[cH:39][cH:40][cH:41][cH:42]1>>[CH3:1][O:2][c:3]1[cH:4][cH:5][c:6]([CH:9]2[CH:10]([O:22][CH2:23][CH2:24][O:25][c:37]3[c:38]([CH2:43][CH2:44][NH:45][C:46]([CH3:47])=[O:48])[cH:39][cH:40][cH:41][cH:42]3)[CH2:11][N:12]([C:15](=[O:16])[O:17][C:18]([CH3:19])([CH3:20])[CH3:21])[CH2:13][CH2:14]2)[cH:7][cH:8]1. Reactants: CN1C(=O)C(N2[Si](C)(C)CC[Si]2(C)C)C1c1ccccc1, CCOCC, Cl, O. Yields the product CN1C(=O)C(N)C1c1ccccc1. RXN SMILES: [CH3:1][N:2]1[C:3](=[O:21])[CH:4]([N:12]2[Si:13]([CH3:14])([CH3:15])[CH2:16][CH2:17][Si:18]2([CH3:19])[CH3:20])[CH:5]1[c:6]1[cH:7][cH:8][cH:9][cH:10][cH:11]1.[CH3:23][CH2:24][O:25][CH2:26][CH3:27].[ClH:22].[OH2:28]>>[CH3:1][N:2]1[C:3](=[O:21])[CH:4]([NH2:12])[CH:5]1[c:6]1[cH:7][cH:8][cH:9][cH:10][cH:11]1.